This data is from the Open Reaction Database (ORD), a public repository of structured organic reaction records. The task is: describe an organic reaction: reactants, conditions, products, and yield The reactants are NC1=C(C(=O)NC2=C(C=CC(=C2)C(=O)NC2CC2)C)C=C(C=C1)OC1CCN(CC1)C1CC1 (2-amino-N-{5-[(cyclopropylamino)carbonyl]-2-methylphenyl}-5-[(1-cyclopropylpiperidine-4-yl)oxy] benzamide), C(C)OC(OCC)OCC (triethylorthoformate). Reaction SMILES: [NH2:1][C:2]1[CH:23]=[CH:22][C:21]([O:24][CH:25]2[CH2:30][CH2:29][N:28]([CH:31]3[CH2:33][CH2:32]3)[CH2:27][CH2:26]2)=[CH:20][C:3]=1[C:4]([NH:6][C:7]1[CH:12]=[C:11]([C:13]([NH:15][CH:16]2[CH2:18][CH2:17]2)=[O:14])[CH:10]=[CH:9][C:8]=1[CH3:19])=[O:5].[CH2:34](OC(OCC)OCC)C>>[CH:16]1([NH:15][C:13](=[O:14])[C:11]2[CH:10]=[CH:9][C:8]([CH3:19])=[C:7]([N:6]3[C:4](=[O:5])[C:3]4[C:2](=[CH:23][CH:22]=[C:21]([O:24][CH:25]5[CH2:26][CH2:27][N:28]([CH:31]6[CH2:33][CH2:32]6)[CH2:29][CH2:30]5)[CH:20]=4)[N:1]=[CH:34]3)[CH:12]=2)[CH2:17][CH2:18]1. Procedure details: Using an analogous procedure to that described in Example 1, 2-amino-N-{5-[(cyclopropylamino)carbonyl]-2-methylphenyl}-5-[(1-cyclopropylpiperidine-4-yl)oxy] benzamide was reacted with triethylorthoformate. There was thus obtained the title compound (0.063 g); NMR Spectrum: (DMSOd6) −0.01 (m, 2H), 0.12 (m, 2H), 0.27 (m, 2H), 0.40 (m, 2H), 1.34 (m, 3H), 1.65 (m, 2H), 1.84 (s, 3H), 2.18 (m, 2H), 2.53 (m, 3H), 4.28 (m, 1H), 7.23 (m, 2H), 7.29 (s, 1H), 7.43 (d, 1H), 7.53 (s, 1H), 7.60 (d, 1H), 7.89 (... Yields the product C1(CC1)NC(C1=CC(=C(C=C1)C)N1C=NC2=CC=C(C=C2C1=O)OC1CCN(CC1)C1CC1)=O (N-cyclopropyl-3-[6-[(1-cyclopropylpiperidine-4-yl)oxy]-4-oxoquinazolin-3(4H)-yl]-4-methylbenzamide). Starting materials: C(CC)(=O)N1CC(C1)C1=CC=C(C=C1)NS(=O)(=O)C1=CC=C(C=C1)OC(F)(F)F (N-[4-(1-propionyl-azetidin-3-yl)-phenyl]-4-trifluoromethoxy-benzenesulfonamide), C(C)(=O)OCC (ethyl acetate), BH3, crude material. Solvent: C1CCOC1 (THF), C1CCOC1 (THF). Product: C(CC)N1CC(C1)C1=CC=C(C=C1)NS(=O)(=O)C1=CC=C(C=C1)OC(F)(F)F (N-[4-(1-Propyl-azetidin-3-yl)-phenyl]-4-trifluoromethoxybenzene sulfonamide). The yield is 53.2%. Reaction SMILES: [C:1]([N:5]1[CH2:8][CH:7]([C:9]2[CH:14]=[CH:13][C:12]([NH:15][S:16]([C:19]3[CH:24]=[CH:23][C:22]([O:25][C:26]([F:29])([F:28])[F:27])=[CH:21][CH:20]=3)(=[O:18])=[O:17])=[CH:11][CH:10]=2)[CH2:6]1)(=O)[CH2:2][CH3:3].C(OCC)(=O)C>C1COCC1>[CH2:1]([N:5]1[CH2:8][CH:7]([C:9]2[CH:14]=[CH:13][C:12]([NH:15][S:16]([C:19]3[CH:24]=[CH:23][C:22]([O:25][C:26]([F:29])([F:28])[F:27])=[CH:21][CH:20]=3)(=[O:18])=[O:17])=[CH:11][CH:10]=2)[CH2:6]1)[CH2:2][CH3:3]. Reported procedure: Following the same procedure as described in Example 47.2, N-[4-(1-propionyl-azetidin-3-yl)-phenyl]-4-trifluoromethoxy-benzenesulfonamide (170 mg, 0.39 mmol) in THF (20 ml) was then treated with 1M BH3. THF (3.9 ml). The crude material was chromatographied (ethyl acetate) to afford the title compound (86 mg, 52%) as a pale yellow oil.